From a dataset of the Open Reaction Database (ORD), a public repository of structured organic reaction records. describe an organic reaction: reactants, conditions, products, and yield The reactants are c1ccc(Cn2c(-c3cnc(-c4ccccc4)nc3)cnc2-c2ccccc2)cc1, CO, O=C[O-], [NH4+]. Product: c1ccc(-c2ncc(-c3cnc(-c4ccccc4)[nH]3)cn2)cc1. Reaction SMILES: [CH2:1]([c:2]1[cH:3][cH:4][cH:5][cH:6][cH:7]1)[n:8]1[c:9](-[c:25]2[cH:26][cH:27][cH:28][cH:29][cH:30]2)[n:10][cH:11][c:12]1-[c:13]1[cH:14][n:15][c:16](-[c:19]2[cH:20][cH:21][cH:22][cH:23][cH:24]2)[n:17][cH:18]1.[CH3:35][OH:36].[CH:31]([O-:32])=[O:33].[NH4+:34]>>[nH:8]1[c:9](-[c:25]2[cH:26][cH:27][cH:28][cH:29][cH:30]2)[n:10][cH:11][c:12]1-[c:13]1[cH:14][n:15][c:16](-[c:19]2[cH:20][cH:21][cH:22][cH:23][cH:24]2)[n:17][cH:18]1. Reactants: [OH-].[Na+] (sodium hydroxide), OC1=C(C2=CC=CC=C2C=C1)C(CCCCCC(=O)OCC)C1=CC=CC=C1 (ethyl 7-(2-hydroxy-1-naphthyl)-7-phenylheptanoate), Cl (HCl), Cl.NO (Hydroxylamine hydrochloride). The solvent is O (water), O1CCCC1 (tetrahydrofuran), O (water). Reaction conditions: time 4 hour. Yields the product OC1=C(C2=CC=CC=C2C=C1)C(CCCCCC(=O)NO)C1=CC=CC=C1 (7-(2-Hydroxy-1-naphthyl)-7-phenylheptanohydroxamic acid). Isolated yield 38.4%. As a reaction SMILES: Cl.[NH2:2][OH:3].[OH-].[Na+].[OH:6][C:7]1[CH:16]=[CH:15][C:14]2[C:9](=[CH:10][CH:11]=[CH:12][CH:13]=2)[C:8]=1[CH:17]([C:28]1[CH:33]=[CH:32][CH:31]=[CH:30][CH:29]=1)[CH2:18][CH2:19][CH2:20][CH2:21][CH2:22][C:23](OCC)=[O:24].Cl>O.O1CCCC1>[OH:6][C:7]1[CH:16]=[CH:15][C:14]2[C:9](=[CH:10][CH:11]=[CH:12][CH:13]=2)[C:8]=1[CH:17]([C:28]1[CH:33]=[CH:32][CH:31]=[CH:30][CH:29]=1)[CH2:18][CH2:19][CH2:20][CH2:21][CH2:22][C:23]([NH:2][OH:3])=[O:24] |f:0.1,2.3|. Procedure: Hydroxylamine hydrochloride (1.4 g) was dissolved in water (14 ml) followed by addition of sodium hydroxide (93%, 2 g) and water (7 ml). To this mixture was added a solution of ethyl 7-(2-hydroxy-1-naphthyl)-7-phenylheptanoate (1.08 g) in tetrahydrofuran (3 ml) and the mixture was stirred for 4 hours. This reaction mixture was neutralized with 1N-HCl and extracted with ethyl acetate. The organic layer was washed, dried, and concentrated, and the residue was purified using a silica gel column (ch... Reactants: ClC1=CC(=C(C=C1)N1N=NC(=C1C)C(=O)O)C1CC1 (1-(4-Chloro-2-cyclopropylphenyl)-5-methyl-1H-1,2,3-triazole-4-carboxylic acid), NC=1C(N(N(C1C)C)C1CCCCC1)=O (4-amino-2-cyclohexyl-1,5-dimethyl-1H-pyrazol-3(2H)-one), NC=1C(N(N(C1C)C)C1CCCCC1)=O (4-amino-2-cyclohexyl-1,5-dimethyl-1H-pyrazol-3(2H)-one). Procedure details: The title compound was prepared from 1-(4-chloro-2-cyclopropylphenyl)-5-methyl-1H-1,2,3-triazole-4-carboxylic acid (Example 13, step 5) and 4-amino-2-cyclohexyl-1,5-dimethyl-1H-pyrazol-3(2H)-one (Intermediate A) analogously to Example 1, step 3. Product: ClC1=CC(=C(C=C1)N1N=NC(=C1C)C(=O)NC=1C(N(N(C1C)C)C1CCCCC1)=O)C1CC1 (1-(4-Chloro-2-cyclopropylphenyl)-N-(2-cyclohexyl-1,5-dimethyl-3-oxo-2,3-dihydro-1H-pyrazol-4-yl)-5-methyl-1H-1,2,3-triazole-4-carboxamide). Reaction SMILES: [Cl:1][C:2]1[CH:7]=[CH:6][C:5]([N:8]2[C:12]([CH3:13])=[C:11]([C:14]([OH:16])=O)[N:10]=[N:9]2)=[C:4]([CH:17]2[CH2:19][CH2:18]2)[CH:3]=1.[NH2:20][C:21]1[C:22](=[O:34])[N:23]([CH:28]2[CH2:33][CH2:32][CH2:31][CH2:30][CH2:29]2)[N:24]([CH3:27])[C:25]=1[CH3:26]>>[Cl:1][C:2]1[CH:7]=[CH:6][C:5]([N:8]2[C:12]([CH3:13])=[C:11]([C:14]([NH:20][C:21]3[C:22](=[O:34])[N:23]([CH:28]4[CH2:29][CH2:30][CH2:31][CH2:32][CH2:33]4)[N:24]([CH3:27])[C:25]=3[CH3:26])=[O:16])[N:10]=[N:9]2)=[C:4]([CH:17]2[CH2:19][CH2:18]2)[CH:3]=1.